Dataset: the Open Reaction Database (ORD), a public repository of structured organic reaction records. Task: describe an organic reaction: reactants, conditions, products, and yield Starting materials: O.O.O.O.O.O.O.[Cl-].[Ce+3].[Cl-].[Cl-] (Cerium chloride heptahydrate), C(=C)[Mg]Br (Vinylmagnesium bromide), ClC1=C(C=CC(=C1)Cl)CO[C@H]1C([C@@H](OC)O[C@@H]1COCC1=C(C=C(C=C1)Cl)Cl)=O (3,5-bis-O-(2,4-dichlorophenylmethyl)-1-O-methyl-α-D-erythro-pentofuranose-2-ulose). The solvent is C1CCOC1 (THF), C1CCOC1 (THF). Conditions: temperature 160 celsius, time 4 hour. The product is ClC1=C(C=CC(=C1)Cl)CO[C@H]1[C@]([C@@H](OC)O[C@@H]1COCC1=C(C=C(C=C1)Cl)Cl)(O)C=C (3,5-Bis-O-(2,4-dichlorophenylmethyl)-2-C-vinyl-1-O-methyl-α-D-ribofuranose). Yield: 44.0%. Reaction SMILES: O.O.O.O.O.O.O.[Cl-].[Ce+3].[Cl-].[Cl-].[CH:12]([Mg]Br)=[CH2:13].[Cl:16][C:17]1[CH:22]=[C:21]([Cl:23])[CH:20]=[CH:19][C:18]=1[CH2:24][O:25][C@@H:26]1[C@@H:32]([CH2:33][O:34][CH2:35][C:36]2[CH:41]=[CH:40][C:39]([Cl:42])=[CH:38][C:37]=2[Cl:43])[O:31][C@H:28]([O:29][CH3:30])[C:27]1=[O:44]>C1COCC1>[Cl:16][C:17]1[CH:22]=[C:21]([Cl:23])[CH:20]=[CH:19][C:18]=1[CH2:24][O:25][C@@H:26]1[C@@H:32]([CH2:33][O:34][CH2:35][C:36]2[CH:41]=[CH:40][C:39]([Cl:42])=[CH:38][C:37]=2[Cl:43])[O:31][C@H:28]([O:29][CH3:30])[C@:27]1([CH:12]=[CH2:13])[OH:44] |f:0.1.2.3.4.5.6.7.8.9.10|. Reported procedure: Cerium chloride heptahydrate (50 g, 134.2 mmol) was finely crushed in a pre-heated mortar and transferred to a round-bottom flask equipped with a mechanical stirrer. The flask was heated under high vacuum overnight at 160° C. The vacuum was released under argon and the flask was cooled to room temperature. Anhydrous THF (300 mL) was cannulated into the flask. The resulting suspension was stirred at room temperature for 4 h and then cooled to −78° C. Vinylmagnesium bromide (1M in THF, 120 mL, 120... The yield is 48.8%. Yields the product C(C)(=O)N1CCN(CC1)CCCOC1=C(C=C2C(=NC=NC2=C1)OC=1C=C2C=CNC2=CC1)OC (7-[3-(4-acetylpiperazin-1-yl)propoxy]-4-(1H-indol-5-yloxy)-6-methoxyquinazoline). Reported procedure: A mixture of 7-(3-bromopropoxy)-4-(1H-indol-5-yloxy)-6-methoxyquinazoline (200 mg, 0.47 mmol), (WO 00/47212 A1, Example 314), and 1-acetylpiperazine (10 mg, 1.40 mmol) in N,N-dimethylformamide (4 ml) was stirred at ambient temperature for 3 hours. The mixture was diluted with ethyl acetate and washed with brine (×2), dried (MgSO4) and concentrated under reduced pressure. Column chromatography of the residue (5% methanol/dichloromethane) gave 7-[3-(4-acetylpiperazin-1-yl)propoxy]-4-(1H-indol-5-yl... Solvent: CN(C=O)C (N,N-dimethylformamide), C(C)(=O)OCC (ethyl acetate). Reactants: BrCCCOC1=C(C=C2C(=NC=NC2=C1)OC=1C=C2C=CNC2=CC1)OC (7-(3-bromopropoxy)-4-(1H-indol-5-yloxy)-6-methoxyquinazoline), C(C)(=O)N1CCNCC1 (1-acetylpiperazine). RXN SMILES: Br[CH2:2][CH2:3][CH2:4][O:5][C:6]1[CH:15]=[C:14]2[C:9]([C:10]([O:16][C:17]3[CH:18]=[C:19]4[C:23](=[CH:24][CH:25]=3)[NH:22][CH:21]=[CH:20]4)=[N:11][CH:12]=[N:13]2)=[CH:8][C:7]=1[O:26][CH3:27].[C:28]([N:31]1[CH2:36][CH2:35][NH:34][CH2:33][CH2:32]1)(=[O:30])[CH3:29]>CN(C)C=O.C(OCC)(=O)C>[C:28]([N:31]1[CH2:36][CH2:35][N:34]([CH2:2][CH2:3][CH2:4][O:5][C:6]2[CH:15]=[C:14]3[C:9]([C:10]([O:16][C:17]4[CH:18]=[C:19]5[C:23](=[CH:24][CH:25]=4)[NH:22][CH:21]=[CH:20]5)=[N:11][CH:12]=[N:13]3)=[CH:8][C:7]=2[O:26][CH3:27])[CH2:33][CH2:32]1)(=[O:30])[CH3:29]. Reaction conditions: time 3 hour. Reactants: ClC=1C(=C(C=O)C(=CC1)CC)CC (3-chloro-2,6-diethyl-benzaldehyde), C(Br)(Br)(Br)Br (carbon tetrabromide), C1(=CC=CC=C1)P(C1=CC=CC=C1)C1=CC=CC=C1 (triphenylphosphine). Product: ClC1=C(C(=C(C=C1)CC)C=C(Br)Br)CC (1-Chloro-3-(2,2-dibromo-vinyl)-2,4-diethyl-benzene). Reaction SMILES: [Cl:1][C:2]1[C:3]([CH2:12][CH3:13])=[C:4]([C:7]([CH2:10][CH3:11])=[CH:8][CH:9]=1)[CH:5]=O.[C:14](Br)(Br)([Br:16])[Br:15].C1(P(C2C=CC=CC=2)C2C=CC=CC=2)C=CC=CC=1>>[Cl:1][C:2]1[CH:9]=[CH:8][C:7]([CH2:10][CH3:11])=[C:4]([CH:5]=[C:14]([Br:16])[Br:15])[C:3]=1[CH2:12][CH3:13]. Procedure details: 1-Chloro-3-(2,2-dibromo-vinyl)-2,4-diethyl-benzene was prepared from 3-chloro-2,6-diethyl-benzaldehyde, carbon tetrabromide and triphenylphosphine in analogy to Example 1d): colourless oil; 1H-NMR (CDCl3): 1.14 (3H, t, CH3), 1.17 (3H, t, CH3), 2.56 (2H, qd, CH2), 2.72 (2H, q, CH2), 7.03 (1H, d, ArH), 7.29 (1H, d, ArH), 7.44 (1H, s, CH═CBr2). Starting materials: FC1=CC=C(C=C1)/C=C/C1=CC2=C(C=C1)C=1C(=NC=C(C1S2)C#N)NCC2=CC=C(C=C2)OC (7-[(E)-2-(4-fluorophenyl)vinyl]-1-[(4-methoxybenzyl)amino][1]benzothieno[3,2-c]pyridine-4-carbonitrile), O([K])[Si](C)(C)C (KOSiMe3). The solvent is C1(=CC=CC=C1)C (toluene). Run at time 8 hour. The product is NC1=NC=C(C2=C1C1=C(S2)C=C(C=C1)\C=C\C1=CC=C(C=C1)F)C(=O)N (1-Amino-7-[(E)-2-(4-fluorophenyl)vinyl][1]benzothieno[3,2-c]pyridine-4-carboxamide). Reaction SMILES: [F:1][C:2]1[CH:7]=[CH:6][C:5](/[CH:8]=[CH:9]/[C:10]2[CH:15]=[CH:14][C:13]3[C:16]4[C:17]([NH:25]CC5C=CC(OC)=CC=5)=[N:18][CH:19]=[C:20]([C:23]#[N:24])[C:21]=4[S:22][C:12]=3[CH:11]=2)=[CH:4][CH:3]=1.[O:35]([Si](C)(C)C)[K]>C1(C)C=CC=CC=1>[NH2:25][C:17]1[C:16]2[C:13]3[CH:14]=[CH:15][C:10](/[CH:9]=[CH:8]/[C:5]4[CH:4]=[CH:3][C:2]([F:1])=[CH:7][CH:6]=4)=[CH:11][C:12]=3[S:22][C:21]=2[C:20]([C:23]([NH2:24])=[O:35])=[CH:19][N:18]=1. Procedure: To a suspension of the product of Step 1 in toluene (0.022 M) was added KOSiMe3 (5 equiv). The mixture was brought to reflux for 30 min, and was then stirred at room temperature overnight. Following removal of solvent under vacuum, the residue was partitioned between EtOAc/THF and H2O. The resulting emulsion was filtered, and the organic layer was dried (MgSO4), filtered, and evaporated. The crude was dissolved in TFA (0.022 M), and the resulting solution was stirred at 45° C. for 1.5 h. After r... Reactants: NC=1C=2N(C=CN1)C(=NC2C=2C=C(C=CC2)O)C2CCC2 (3-(8-Amino-3-cyclobutyl-imidazo[1,5-a]pyrazin-1-yl)-phenol), C(=O)([O-])[O-].[Cs+].[Cs+] (Cs2CO3), BrCC1=CC=C(C=C1)OC(C)(C)C (1-bromomethyl-4-tert-butoxy-benzene). The solvent is CN(C)C=O (DMF), CN(C)C=O (DMF). Run at time 30 minute. Yields the product C(C)(C)(C)OC1=CC=C(COC=2C=C(C=CC2)C=2N=C(N3C2C(=NC=C3)N)C3CCC3)C=C1 (1-[3-(4-tert-Butoxy-benzyloxy)-phenyl]-3-cyclobutyl-imidazo[1,5-a]pyrazin-8-ylamine). Reaction SMILES: [NH2:1][C:2]1[C:3]2[N:4]([C:8]([CH:18]3[CH2:21][CH2:20][CH2:19]3)=[N:9][C:10]=2[C:11]2[CH:12]=[C:13]([OH:17])[CH:14]=[CH:15][CH:16]=2)[CH:5]=[CH:6][N:7]=1.C([O-])([O-])=O.[Cs+].[Cs+].Br[CH2:29][C:30]1[CH:35]=[CH:34][C:33]([O:36][C:37]([CH3:40])([CH3:39])[CH3:38])=[CH:32][CH:31]=1>CN(C=O)C>[C:37]([O:36][C:33]1[CH:32]=[CH:31][C:30]([CH2:29][O:17][C:13]2[CH:12]=[C:11]([C:10]3[N:9]=[C:8]([CH:18]4[CH2:21][CH2:20][CH2:19]4)[N:4]4[CH:5]=[CH:6][N:7]=[C:2]([NH2:1])[C:3]=34)[CH:16]=[CH:15][CH:14]=2)=[CH:35][CH:34]=1)([CH3:40])([CH3:38])[CH3:39] |f:1.2.3|. Reported procedure: A solution of 3-(8-Amino-3-cyclobutyl-imidazo[1,5-a]pyrazin-1-yl)-phenol (200 mg, 0.71 mmol) in DMF (3.5 mL) was charged with Cs2CO3 (348 mg, 1.07 mmol) and stirred at rt for 30 min. A solution of 1-bromomethyl-4-tert-butoxy-benzene (162 mg, 0.71 mmole) in 0.5 mL of DMF, was added to the reaction mixture. After 15 h, the reaction was complete by LC/MS analysis. The product was an orange/brown solid. The crude product was chromatographed on silica gel [Jones Flashmaster, 5 g cartridge, eluting wi... The reactants are C1COCCO1, Cc1c(S(=O)(=O)NCCCN(C)C)sc2ncnc(Cl)c12, Cl, CC(C)Oc1cc(F)ccc1N, [NH4+], [OH-], O, O. Yields the product Cc1c(S(=O)(=O)NCCCN(C)C)sc2ncnc(Nc3ccc(F)cc3OC(C)C)c12. As a reaction SMILES: [CH2:38]1[O:39][CH2:40][CH2:41][O:42][CH2:43]1.[Cl:14][c:15]1[c:16]2[c:17]([n:18][cH:19][n:20]1)[s:21][c:22]([S:25](=[O:26])(=[O:27])[NH:28][CH2:29][CH2:30][CH2:31][N:32]([CH3:33])[CH3:34])[c:23]2[CH3:24].[ClH:13].[F:1][c:2]1[cH:3][c:4]([O:9][CH:10]([CH3:11])[CH3:12])[c:5]([NH2:6])[cH:7][cH:8]1.[NH4+:36].[OH-:35].[OH2:37].[OH2:44]>>[F:1][c:2]1[cH:3][c:4]([O:9][CH:10]([CH3:11])[CH3:12])[c:5]([NH:6][c:15]2[c:16]3[c:17]([n:18][cH:19][n:20]2)[s:21][c:22]([S:25](=[O:26])(=[O:27])[NH:28][CH2:29][CH2:30][CH2:31][N:32]([CH3:33])[CH3:34])[c:23]3[CH3:24])[cH:7][cH:8]1. The reactants are NCCC1=CNC2=CC=CC=C12 (Tryptamine), C1(CCCC1)N=C=O (Cyclopentyl isocyanate). Solvent: CC(=O)C (acetone), C(C)N(CC)CC (triethylamine). Yields the product C1(CCCC1)NC(=O)NCCC1=CNC2=CC=CC=C12 (1-Cyclopentyl-3-[2-(1H-indol-3-yl)-ethyl]-urea). Yield: 34.7%. Reaction SMILES: [NH2:1][CH2:2][CH2:3][C:4]1[C:12]2[C:7](=[CH:8][CH:9]=[CH:10][CH:11]=2)[NH:6][CH:5]=1.[CH:13]1([N:18]=[C:19]=[O:20])[CH2:17][CH2:16][CH2:15][CH2:14]1>CC(C)=O.C(N(CC)CC)C>[CH:13]1([NH:18][C:19]([NH:1][CH2:2][CH2:3][C:4]2[C:12]3[C:7](=[CH:8][CH:9]=[CH:10][CH:11]=3)[NH:6][CH:5]=2)=[O:20])[CH2:17][CH2:16][CH2:15][CH2:14]1. Procedure details: Tryptamine (1.04 g, 6.5 mmol) was dissolved in a mixture of acetone (20 ml) and triethylamine (1 ml) under a nitrogen atmosphere. Cyclopentyl isocyanate (795 mg, 7.15 mmol, 0.81 ml) was swiftly added dropwise at 0° C. and the mixture was then subsequently stirred for 2H, while cooling with ice, and at RT overnight. A white solid had precipitated out of the solution, and was filtered off with suction and rinsed with acetone. It was 641 mg of pure product. The filtrate was concentrated i. vac. and... The solvent is O1CCOCC1 (dioxane). Procedure: Aqueous ammonia solution (approximately 33% w /w, 1.2 ml) was added dropwise with stirring to a solution of 2-(2,6-dichloro-4-trifluoromethylphenyl)-4-methylimidazole-5-sulphonyl chloride (2.0 g, 0.005 mol) in dioxane (15 ml) and the mixture was stirred for 3 hours. It was poured into water (50 ml) and extracted with diethyl ether (3×25 ml). The combined extracts were washed with water (2×50 ml) dried over anhydrous sodium sulphate and evaporated to dryness. The residue was purified by mplc on s... The product is ClC1=C(C(=CC(=C1)C(F)(F)F)Cl)C=1NC(=C(N1)C)S(=O)(=O)N (2-(2,6-dichloro-4-trifluoromethylphenyl)-4-methylimidazole-5-sulphonamide). Starting materials: N (ammonia), ClC1=C(C(=CC(=C1)C(F)(F)F)Cl)C=1NC(=C(N1)C)S(=O)(=O)Cl (2-(2,6-dichloro-4-trifluoromethylphenyl)-4-methylimidazole-5-sulphonyl chloride), O (water). Run at time 3 hour. Reaction SMILES: [NH3:1].[Cl:2][C:3]1[CH:8]=[C:7]([C:9]([F:12])([F:11])[F:10])[CH:6]=[C:5]([Cl:13])[C:4]=1[C:14]1[NH:15][C:16]([S:20](Cl)(=[O:22])=[O:21])=[C:17]([CH3:19])[N:18]=1.O>O1CCOCC1>[Cl:2][C:3]1[CH:8]=[C:7]([C:9]([F:12])([F:11])[F:10])[CH:6]=[C:5]([Cl:13])[C:4]=1[C:14]1[NH:15][C:16]([S:20]([NH2:1])(=[O:22])=[O:21])=[C:17]([CH3:19])[N:18]=1.